This data is from the Open Reaction Database (ORD), a public repository of structured organic reaction records. The task is: describe an organic reaction: reactants, conditions, products, and yield Reactants: C([O-])(O)=O.[Na+] (sodium bicarbonate), C1(=CC=CC=C1)[C@H]1[C@@H](CCCC1)O (trans-racemic-2-phenylcyclohexanol), FC(S(=O)(=O)[O-])(F)F.[Sn+2].FC(S(=O)(=O)[O-])(F)F (tin(II)trifluoromethanesulfonate), C(C)(=O)OC(C)=O (acetic anhydride). The solvent is C(Cl)Cl (DCM). Run at time 18 hour. The product is C(C)(=O)O[C@H]1[C@@H](CCCC1)C1=CC=CC=C1 (trans-racemic-2-phenylcyclohexyl acetate). Reaction SMILES: [C:1]1([C@@H:7]2[CH2:12][CH2:11][CH2:10][CH2:9][C@H:8]2[OH:13])[CH:6]=[CH:5][CH:4]=[CH:3][CH:2]=1.FC(F)(F)S([O-])(=O)=O.[Sn+2].FC(F)(F)S([O-])(=O)=O.[C:31](OC(=O)C)(=[O:33])[CH3:32].C(=O)(O)[O-].[Na+]>C(Cl)Cl>[C:31]([O:13][C@@H:8]1[CH2:9][CH2:10][CH2:11][CH2:12][C@H:7]1[C:1]1[CH:6]=[CH:5][CH:4]=[CH:3][CH:2]=1)(=[O:33])[CH3:32] |f:1.2.3,5.6|. Procedure details: To a stirred solution of trans-racemic-2-phenylcyclohexanol (4.63 g, 26.3 mmol) and tin(II)trifluoromethanesulfonate (219 mg, 0.525 mmol) under nitrogen in anhydrous DCM (100 ml) at room temperature was added acetic anhydride (3.72 ml, 4.02 g, 39.4 mmol) in one portion. The mixture was stirred for 18 hours at room temperature. The mixture was poured into saturated aqueous sodium bicarbonate (200 ml). The mixture was extracted with DCM (2×200 ml). The combined organic layers were washed with brin...